From a dataset of the Open Reaction Database (ORD), a public repository of structured organic reaction records. describe an organic reaction: reactants, conditions, products, and yield The reactants are C1(=CC=CC=C1)C (toluene), compound, Cl (hydrochloric acid), C(C)(=O)OC(C)=O (acetic anhydride). Reagents/catalysts: CN(C1=CC=NC=C1)C (4-dimethylaminopyridine). The solvent is N1=CC=CC=C1 (pyridine). Conditions: time 4 hour. Product: C(C)(=O)OC(CC1=CC=C(C=C1)C1=CC=CC=C1)C (4-(2-acetoxypropyl)biphenyl). The yield is 98.5%. RXN SMILES: [C:1]1([CH3:7])[CH:6]=[CH:5][CH:4]=[CH:3][CH:2]=1.[C:8]([O:11][C:12](=[O:14])[CH3:13])(=O)[CH3:9].Cl>CN(C)C1C=CN=CC=1.N1C=CC=CC=1>[C:12]([O:11][CH:8]([CH3:9])[CH2:7][C:1]1[CH:6]=[CH:5][C:4]([C:1]2[CH:6]=[CH:5][CH:4]=[CH:3][CH:2]=2)=[CH:3][CH:2]=1)(=[O:14])[CH3:13]. Procedure: In a four-necked flask equipped with a thermometer and stirrer, were placed 17.0 g (0.08 mole) of the compound (XII-1) obtained in Preparation Example 1, 50 ml of toluene and 20 ml of pyridine, thereafter 10.2 g (0.1 mole) of acetic anhydride and 0.1 g of 4-dimethylaminopyridine was added thereto, and the resulting mixture was stirred at 40°-50° C. for 4 hours. After completion of the reaction, the reaction mixture was poured into 50 ml of 4N hydrochloric acid to conduct extraction and layer sep... Reactants: C(C1=CC=CC=C1)OC(NC(C(C(=P(C1=CC=CC=C1)(C1=CC=CC=C1)C1=CC=CC=C1)C#N)=O)CNC(C)=O)=O ([1-(acetylaminomethyl)-3-cyano-2-oxo-3-(triphenyl-λ5-phosphanylidene) propyl]carbamic acid benzyl ester), O=[O+][O-] (ozone), CCN(C(C)C)C(C)C (DIEA), Cl.CN (methylamine hydrochloride), CCN(C(C)C)C(C)C (DIEA), Cl.CN (methylamine hydrochloride). The solvent is C(Cl)Cl (CH2Cl2). Run at time 1.5 hour. The product is C(C1=CC=CC=C1)OC(NC(C(=O)C(NC)=O)CNC(C)=O)=O ([1-(acetylaminomethyl)-2-methylcarbamoyl-2-oxoethyl]carbamic acid benzyl ester). Yield: 17.0%. Reaction SMILES: [CH2:1]([O:8][C:9](=[O:41])[NH:10][CH:11]([CH2:36][NH:37][C:38](=[O:40])[CH3:39])[C:12](=[O:35])[C:13](C#N)=P(C1C=CC=CC=1)(C1C=CC=CC=1)C1C=CC=CC=1)[C:2]1[CH:7]=[CH:6][CH:5]=[CH:4][CH:3]=1.[O:42]=[O+][O-].CC[N:47]([CH:51](C)C)C(C)C.Cl.CN>C(Cl)Cl>[CH2:1]([O:8][C:9](=[O:41])[NH:10][CH:11]([CH2:36][NH:37][C:38](=[O:40])[CH3:39])[C:12]([C:13](=[O:42])[NH:47][CH3:51])=[O:35])[C:2]1[CH:3]=[CH:4][CH:5]=[CH:6][CH:7]=1 |f:3.4|. Procedure details: A solution of [1-(acetylaminomethyl)-3-cyano-2-oxo-3-(triphenyl-λ5-phosphanylidene) propyl]carbamic acid benzyl ester (569.9 mg, 1.01 mmol, 1 equiv) in CH2Cl2 (11 mL) at −78° C. was treated with ozone gas for 3 h. The chilled solution was then purged with Ar for 30 min until the color had changed from green to yellow. DIEA (0.211 mL, 1.21 mmol, 1.2 equiv) and methylamine hydrochloride (75.1 mg, 1.11 mmol, 1.1 equiv) were added. After 1.5 h at −78° C., a second portion of DIEA (0.25 mL, 1.43 mmol...